This data is from the Open Reaction Database (ORD), a public repository of structured organic reaction records. The task is: describe an organic reaction: reactants, conditions, products, and yield Reactants: BrC=1C(=CC2=C(C=3N(CCO2)C=C(N3)C(=O)OC)C1)F (Methyl 10-bromo-9-fluoro-5,6-dihydrobenzo[f]imidazo[1,2-d][1,4]oxazepine-2-carboxylate), FC=1C=C(C=O)C=C(C1)F (3,5-difluorobenzaldehyde). The product is BrC=1C(=CC2=C(C=3N(CCO2)C(=C(N3)C(=O)OC)C(O)C3=CC(=CC(=C3)F)F)C1)F ((±)-Methyl 10-bromo-3-((3,5-difluorophenyl)(hydroxy)methyl)-9-fluoro-5,6-dihydrobenzo[f]imidazo[1,2-d][1,4]oxazepine-2-carboxylate). Isolated yield 69.0%. As a reaction SMILES: [Br:1][C:2]1[C:3]([F:20])=[CH:4][C:5]2[O:11][CH2:10][CH2:9][N:8]3[CH:12]=[C:13]([C:15]([O:17][CH3:18])=[O:16])[N:14]=[C:7]3[C:6]=2[CH:19]=1.[F:21][C:22]1[CH:23]=[C:24]([CH:27]=[C:28]([F:30])[CH:29]=1)[CH:25]=[O:26]>>[Br:1][C:2]1[C:3]([F:20])=[CH:4][C:5]2[O:11][CH2:10][CH2:9][N:8]3[C:12]([CH:25]([C:24]4[CH:23]=[C:22]([F:21])[CH:29]=[C:28]([F:30])[CH:27]=4)[OH:26])=[C:13]([C:15]([O:17][CH3:18])=[O:16])[N:14]=[C:7]3[C:6]=2[CH:19]=1. Reported procedure: Methyl 10-bromo-3-((3,5-difluorophenyl)(hydroxy)methyl)-9-fluoro-5,6-dihydrobenzo[f]imidazo[1,2-d][1,4]oxazepine-2-carboxylate was prepared similarly according to the procedure in Example 9. Methyl 10-bromo-9-fluoro-5,6-dihydrobenzo[f]imidazo[1,2-d][1,4]oxazepine-2-carboxylate was reacted with 3,5-difluorobenzaldehyde to afford 291 mg (69% yield) of the title compound. Starting materials: CC1=C(N=C(O1)C1=CC=CC=C1)CO ((5-methyl-2-phenyloxazol-4-yl)methanol), OC1=CC=C(OC(C(=O)OCC)(C)C)C=C1 (ethyl 2-(4-hydroxyphenoxy)-2-methylpropanoate). Procedure: Made from (5-methyl-2-phenyloxazol-4-yl)methanol [Overman, et al., J. Org. Chem. (1979), 44(13), 2323-25] and ethyl 2-(4-hydroxyphenoxy)-2-methylpropanoate (American Home Products, U.S. Pat. No. 3,795,691) via an analogous procedure to that reported for Example 2, Step A: 1H NMR (300 MHz, CDCl3) δ 8.03-8.09 (m, 2H), 7.45-7.52 (m, 3H), 6.94 (d, 2H), 6.88 (d, 2H), 4.99 (s, 2H), 4.37 (q, 2H), 2.47 (s, 3H), 1.60 (s, 6H), 1.33 (t, 3H). As a reaction SMILES: [CH3:1][C:2]1[O:6][C:5]([C:7]2[CH:12]=[CH:11][CH:10]=[CH:9][CH:8]=2)=[N:4][C:3]=1[CH2:13][OH:14].O[C:16]1[CH:30]=[CH:29][C:19]([O:20][C:21]([CH3:28])([CH3:27])[C:22]([O:24][CH2:25][CH3:26])=[O:23])=[CH:18][CH:17]=1>>[CH3:28][C:21]([O:20][C:19]1[CH:18]=[CH:17][C:16]([O:14][CH2:13][C:3]2[N:4]=[C:5]([C:7]3[CH:12]=[CH:11][CH:10]=[CH:9][CH:8]=3)[O:6][C:2]=2[CH3:1])=[CH:30][CH:29]=1)([CH3:27])[C:22]([O:24][CH2:25][CH3:26])=[O:23]. Yields the product CC(C(=O)OCC)(C)OC1=CC=C(C=C1)OCC=1N=C(OC1C)C1=CC=CC=C1 (2-Methyl-2-[4-(5-methyl-2-phenyloxazol-4-ylmethoxy)phenoxy]propionic acid, ethyl ester). The reactants are C[C@@H](CO)CSC1=C(C(=CC=C1)OC)O (2-(S)-methyl-3-(2-hydroxy-3-methoxyphenylthio)propan-1-ol), C([O-])([O-])=O.[K+].[K+] (potassium carbonate), CI (methyl iodide). Solvent: CC(=O)C (acetone). Reaction conditions: temperature 60 celsius, time 15 minute. Product: C[C@@H](CO)CSC1=C(C(=CC=C1)OC)OC (2-(S)-Methyl-3-(2,3-dimethoxyphenylthio)-propan-1-ol). RXN SMILES: [CH3:1][C@H:2]([CH2:5][S:6][C:7]1[CH:12]=[CH:11][CH:10]=[C:9]([O:13][CH3:14])[C:8]=1[OH:15])[CH2:3][OH:4].[C:16](=O)([O-])[O-].[K+].[K+].CI>CC(C)=O>[CH3:1][C@H:2]([CH2:5][S:6][C:7]1[CH:12]=[CH:11][CH:10]=[C:9]([O:13][CH3:14])[C:8]=1[O:15][CH3:16])[CH2:3][OH:4] |f:1.2.3|. Procedure details: 0.43 g (0.0019 mol) of 2-(S)-methyl-3-(2-hydroxy-3-methoxyphenylthio)propan-1-ol (XXg), 10 ml of acetone and 0.26 g (0.0019 mol) of potassium carbonate are introduced into a round-bottomed flask kept under an inert atmosphere. After 15 minutes, 0.12 ml (0.0019 mol) of methyl iodide is introduced and the mixture is heated at 60° C. for 8 hours. The mixture is concentrated under reduced pressure. The residue is taken up in water and the aqueous phase is extracted with dichloromethane. The combined... Reactants: NN (hydrazine), methano, C(C1=CC=CC=C1)(=O)C1=C(NC(=C1NC(CN1C(C=2C(C1=O)=CC=CC2)=O)=O)C2=CC=CC=C2)C (3-benzoyl-2-methyl-5-phenyl-4-(phthalimidoacetamido)pyrrole). Product: C1(=CC=CC=C1)C=1C=2C(NC(CN1)=O)=C(NC2C)C2=CC=CC=C2 (3,7-Dihydro-5,8-diphenyl-6-methyl-pyrrolo[3,4-e][1,4]-diazepine- 2-(1H)-one). RXN SMILES: NN.C([C:11]1[C:15]([NH:16][C:17](=[O:30])[CH2:18][N:19]2C(=O)[C:22]3=[CH:25][CH:26]=[CH:27][CH:28]=[C:21]3[C:20]2=O)=[C:14](C2C=CC=CC=2)[NH:13][C:12]=1[CH3:37])(=O)C1C=CC=CC=1>>[C:21]1([C:20]2[C:11]3[C:15](=[C:14]([C:21]4[CH:22]=[CH:25][CH:26]=[CH:27][CH:28]=4)[NH:13][C:12]=3[CH3:37])[NH:16][C:17](=[O:30])[CH2:18][N:19]=2)[CH:28]=[CH:27][CH:26]=[CH:25][CH:22]=1. Procedure: To a solution of 7 g. of anhydrous hydrazine in 350 ml. of methano 27.8 g. of 3-benzoyl-2-methyl-5-phenyl-4-(phthalimidoacetamido)pyrrole are added and the mixture is refluxed for one hour. The solvent is evaporated off and 150 ml. of concentrated hydrochloric acid are added to the residue. After refluxing for one hour the solid precipitated is eliminated by filtration and the filtrate is diluted with water and then alkalinized with 10% sodium hydroxide. The precipitate is crystallized twice fro... The reactants are [N+](=O)([O-])C1=C(C=C(C=C1)C=1SC=CC1)NC(=O)NCC1CCNCC1 (1-(2-nitro-5-(thiophen-2-yl)phenyl)-3-(piperidin-4-ylmethyl)urea), CO (methanol). The reagents and catalysts are [Pd] (Pd/C). Reaction conditions: time 1 hour. Product: NC1=C(C=C(C=C1)C=1SC=CC1)NC(=O)NCC1CCN(CC1)C (1-(2-Amino-5-(thiophen-2-yl)phenyl)-3-((1-methylpiperidin-4-yl)methyl)urea). Yield: 67.0%. RXN SMILES: [N+:1]([C:4]1[CH:9]=[CH:8][C:7]([C:10]2[S:11][CH:12]=[CH:13][CH:14]=2)=[CH:6][C:5]=1[NH:15][C:16]([NH:18][CH2:19][CH:20]1[CH2:25][CH2:24][NH:23][CH2:22][CH2:21]1)=[O:17])([O-])=O.[CH3:26]O>[Pd]>[NH2:1][C:4]1[CH:9]=[CH:8][C:7]([C:10]2[S:11][CH:12]=[CH:13][CH:14]=2)=[CH:6][C:5]=1[NH:15][C:16]([NH:18][CH2:19][CH:20]1[CH2:25][CH2:24][N:23]([CH3:26])[CH2:22][CH2:21]1)=[O:17]. Procedure details: To a solution of 1-(2-nitro-5-(thiophen-2-yl)phenyl)-3-(piperidin-4-ylmethyl)urea (0.045 g, 0.12 mmol, 1.0 equiv.) in methanol was added Pd/C (0.02 g, 0.02 mmol, 0.16 equiv.). The reaction mixture was stirred at room temperature under H2 balloon pressure for 1 h. The reaction was filtered through celite and concentrated under reduced pressure. The crude solid was washed with ether to obtain of pure 1-(2-Amino-5-(thiophen-2-yl)phenyl)-3-((1-methylpiperidin-4-yl)methyl)urea (0.03 g, 67% yield). ES... Starting materials: O=C1c2ccccc2C(=O)N1CCCc1c[nH]cn1, CS(C)=O, O=C(O)CCC(=O)c1ccc(F)cc1, [H-], [Na+], O. The product is O=C(O)CCC(=O)c1ccc(-n2cnc(CCCN3C(=O)c4ccccc4C3=O)c2)cc1. Reaction SMILES: [C:1]1(=[O:19])[c:2]2[c:3]([cH:15][cH:16][cH:17][cH:18]2)[C:4](=[O:14])[N:5]1[CH2:6][CH2:7][CH2:8][c:9]1[n:10][cH:11][nH:12][cH:13]1.[CH3:37][S:38](=[O:39])[CH3:40].[F:20][c:21]1[cH:22][cH:23][c:24]([C:25](=[O:26])[CH2:27][CH2:28][C:29](=[O:30])[OH:31])[cH:32][cH:33]1.[H-:34].[Na+:35].[OH2:36]>>[C:1]1(=[O:19])[c:2]2[c:3]([cH:15][cH:16][cH:17][cH:18]2)[C:4](=[O:14])[N:5]1[CH2:6][CH2:7][CH2:8][c:9]1[n:10][cH:11][n:12](-[c:21]2[cH:22][cH:23][c:24]([C:25](=[O:26])[CH2:27][CH2:28][C:29](=[O:30])[OH:31])[cH:32][cH:33]2)[cH:13]1. Starting materials: N1CC(CCC1)C(=O)OCC (ethyl 3-piperidylcarboxylate), BrCCCl (1-bromo-2-chloroethane), C([O-])([O-])=O.[K+].[K+] (potassium carbonate). The solvent is CC(=O)C (acetone). Run at time 24 hour. Yields the product ClCCN1CC(CCC1)C(=O)OCC (Ethyl 1-(2-chloroethyl)-3-piperidylcarboxylate), oil. Yield: 36.0%. Reaction SMILES: [NH:1]1[CH2:6][CH2:5][CH2:4][CH:3]([C:7]([O:9][CH2:10][CH3:11])=[O:8])[CH2:2]1.Br[CH2:13][CH2:14][Cl:15].C(=O)([O-])[O-].[K+].[K+]>CC(C)=O>[Cl:15][CH2:14][CH2:13][N:1]1[CH2:6][CH2:5][CH2:4][CH:3]([C:7]([O:9][CH2:10][CH3:11])=[O:8])[CH2:2]1 |f:2.3.4|. Reported procedure: A solution of ethyl 3-piperidylcarboxylate (100 g, 0.64 mole) in acetone (600 ml) was treated with 1-bromo-2-chloroethane (54 ml, 0.64 mole) and anhydrous potassium carbonate (138 g, 1.00 mole) and the mixture stirred at room temperature for 24h. The mixture was concentrated in vacuo and the residue treated with water (400 ml) and extracted with ether (2×200 ml). The combined ether extracts were dried (Na2SO4) and concentrated in vacuo to leave a yellow oil, which was purified by chromatography ...